From a dataset of the Open Reaction Database (ORD), a public repository of structured organic reaction records. describe an organic reaction: reactants, conditions, products, and yield The reactants are OC=1C=C2CCC(CC2=CC1)C(=O)O (1,2,3,4-tetrahydro-6-hydroxynaphthalene-2-carboxylic acid), C(C1=CC=CC=C1)Br (benzyl bromide), [OH-].[K+] (potassium hydroxide). Yields the product C(C1=CC=CC=C1)OC=1C=C2CCC(CC2=CC1)C(=O)O (1,2,3,4-tetrahydro-6-benzyloxynaphthalene-2-carboxylic acid). As a reaction SMILES: [OH:1][C:2]1[CH:3]=[C:4]2[C:9](=[CH:10][CH:11]=1)[CH2:8][CH:7]([C:12]([OH:14])=[O:13])[CH2:6][CH2:5]2.[CH2:15](Br)[C:16]1[CH:21]=[CH:20][CH:19]=[CH:18][CH:17]=1.[OH-].[K+]>>[CH2:15]([O:1][C:2]1[CH:3]=[C:4]2[C:9](=[CH:10][CH:11]=1)[CH2:8][CH:7]([C:12]([OH:14])=[O:13])[CH2:6][CH2:5]2)[C:16]1[CH:21]=[CH:20][CH:19]=[CH:18][CH:17]=1 |f:2.3|. Reported procedure: The 1,2,3,4-tetrahydro-6-hydroxynaphthalene-2-carboxylic acid obtained in the above is caused to react with benzyl bromide in the presence of potassium hydroxide, to obtain 1,2,3,4-tetrahydro-6-benzyloxynaphthalene-2-carboxylic acid. The compound thus obtained is heated under reflux in the presence of an acid catalyst to obtain 1,2,3,4-tetrahydro-6-benzyloxynaphthalene-2-carboxylic acid methyl ester.